This data is from the Open Reaction Database (ORD), a public repository of structured organic reaction records. The task is: describe an organic reaction: reactants, conditions, products, and yield Starting materials: NC1=C(C=C(C(=S)N)C=C1)OC (4-amino-3-methoxy-thiobenzamide), COC=1C=C(C(=N)N)C=CC1[N+](=O)[O-] (3-methoxy-4-nitro-benzamidine). Yields the product NC1=C(C=C(C=C1)C=1SC(=CN1)CCO)OC (2-[2-(4-amino-3-methoxy-phenyl)-thiazole-5-yl]-ethanol). Reaction SMILES: [NH2:1][C:2]1[CH:10]=[CH:9][C:5]([C:6]([NH2:8])=[S:7])=[CH:4][C:3]=1[O:11][CH3:12].C[O:14][C:15]1C=C([CH:21]=[CH:22][C:23]=1[N+]([O-])=O)C(N)=N>>[NH2:1][C:2]1[CH:10]=[CH:9][C:5]([C:6]2[S:7][C:22]([CH2:23][CH2:15][OH:14])=[CH:21][N:8]=2)=[CH:4][C:3]=1[O:11][CH3:12]. Procedure details: 2-[2-(4-amino-3-methoxy-phenyl)-thiazole-5-yl]-ethanol is prepared analogously to the processes described above. For the cyclisation, 4-amino-3-methoxy-thiobenzamide is used (analogously to J. Am. Soc. 82, 2656, 1960) instead of 3-methoxy-4-nitro-benzamidine. Starting materials: B.CSC (Borane DMS), C(CCC)OS(=O)(=O)C1CC(C1)=C(C(=O)OCC)C(=O)OCC (diethyl 2-(3-(butoxysulfonyl)cyclobutylidene)malonate), C(C)(=O)OCC (ethyl acetate). Solvent: C1CCOC1 (THF). Reaction conditions: time 8 hour. The product is OCC(CO)C1CC(C1)S(=O)(=O)OCCCC (butyl 3-(1,3-dihydroxypropan-2-yl)cyclobutane-1-sulfonate). Isolated yield 84.9%. RXN SMILES: B.CSC.[CH2:5]([O:9][S:10]([CH:13]1[CH2:16][C:15](=[C:17]([C:23](OCC)=[O:24])[C:18](OCC)=[O:19])[CH2:14]1)(=[O:12])=[O:11])[CH2:6][CH2:7][CH3:8].C(OCC)(=O)C>C1COCC1>[OH:19][CH2:18][CH:17]([CH:15]1[CH2:14][CH:13]([S:10]([O:9][CH2:5][CH2:6][CH2:7][CH3:8])(=[O:12])=[O:11])[CH2:16]1)[CH2:23][OH:24] |f:0.1|. Procedure details: Borane-DMS (0.2 mL, 2.3 mmol) was added to a solution of diethyl 2-(3-(butoxysulfonyl)cyclobutylidene)malonate (0.2 g, 0.575 mmol) in THF (5 mL) and the resulting reaction mass was stirred at room temperature overnight. The reaction was monitored by TLC (100% ethyl acetate). The reaction mixture was quenched with 1N HCl and extracted using ethyl acetate. The organic layer was washed with brine solution, dried over anhydrous Na2SO4 and concentrated. Purification by column chromatography on silica... Starting materials: C=CCc1ccc(OC(=O)Cl)c(OC)c1, CCCCCCCC(O)CCC(=O)OCC=C(C)CCC=C(C)C, c1ccncc1. RXN SMILES: [CH2:25]([CH:26]=[CH2:27])[c:28]1[cH:29][c:30]([O:38][CH3:39])[c:31]([O:34][C:35](=[O:36])[Cl:37])[cH:32][cH:33]1.[CH3:1][C:2](=[CH:3][CH2:4][O:5][C:6]([CH2:7][CH2:8][CH:9]([CH2:10][CH2:11][CH2:12][CH2:13][CH2:14][CH2:15][CH3:16])[OH:17])=[O:18])[CH2:19][CH2:20][CH:21]=[C:22]([CH3:23])[CH3:24].[cH:40]1[cH:41][cH:42][n:43][cH:44][cH:45]1>>[CH3:1][C:2](=[CH:3][CH2:4][O:5][C:6]([CH2:7][CH2:8][CH:9]([CH2:10][CH2:11][CH2:12][CH2:13][CH2:14][CH2:15][CH3:16])[O:17][C:35]([O:34][c:31]1[c:30]([O:38][CH3:39])[cH:29][c:28]([CH2:25][CH:26]=[CH2:27])[cH:33][cH:32]1)=[O:36])=[O:18])[CH2:19][CH2:20][CH:21]=[C:22]([CH3:23])[CH3:24]. Product: C=CCc1ccc(OC(=O)OC(CCCCCCC)CCC(=O)OCC=C(C)CCC=C(C)C)c(OC)c1. Starting materials: CO, N#Cc1ccc(-c2cnc(OC3CCNCC3)nc2)cc1, O=C1CCCC1. Product: N#Cc1ccc(-c2cnc(OC3CCN(C4CCCC4)CC3)nc2)cc1. As a reaction SMILES: [CH3:28][OH:29].[NH:7]1[CH2:8][CH2:9][CH:10]([O:13][c:14]2[n:15][cH:16][c:17](-[c:20]3[cH:21][cH:22][c:23]([C:26]#[N:27])[cH:24][cH:25]3)[cH:18][n:19]2)[CH2:11][CH2:12]1.[O:1]=[C:2]1[CH2:3][CH2:4][CH2:5][CH2:6]1>>[CH:2]1([N:7]2[CH2:8][CH2:9][CH:10]([O:13][c:14]3[n:15][cH:16][c:17](-[c:20]4[cH:21][cH:22][c:23]([C:26]#[N:27])[cH:24][cH:25]4)[cH:18][n:19]3)[CH2:11][CH2:12]2)[CH2:3][CH2:4][CH2:5][CH2:6]1. The reactants are [Si](C)(C)(C(C)(C)C)O[C@@H]1C=C2C=C[C@@H]([C@@H]([C@H]2[C@H](C1)OC(C(CC)OC1=C(C=CC(=C1)C)C)=O)CC[C@@H]1C[C@H](CC(O1)=O)O[Si](C)(C)C(C)(C)C)C ((4R,6R)-6-([1S,2S,6S,8S,8aR]-2-{1,2,6,7,8,8a-Hexahydro-6-t-butyldimethylsilyloxy-8-[(2RS)-2-(2,5-dimethylphenoxy)butyryloxy]-2-methyl-1-naphthyl}ethyl)tetrahydro-4-t-butyldimethylsilyloxy-2H-pyran-2-one), solution, [F-].C(CCC)[N+](CCCC)(CCCC)CCCC (tetrabutylammonium fluoride). Run in O1CCCC1 (tetrahydrofuran). Yields the product O[C@@H]1C=C2C=C[C@@H]([C@@H]([C@H]2[C@H](C1)OC(C(CC)OC1=C(C=CC(=C1)C)C)=O)CC[C@@H]1C[C@H](CC(O1)=O)O)C ((4R,6R)-6-([1S,2S,6S,8S,8aR]-2-{1,2,6,7,8,8a-Hexahydro-6-hydroxy-8-[(2RS)-2-(2,5-dimethylphenoxy)butyryloxy]-2-methyl-1-naphthyl}ethyl)tetrahydro-4-hydroxy-2H-pyran-2-one). The yield is 21.9%. Reaction SMILES: [Si]([O:8][C@H:9]1[CH2:18][C@H:17]([O:19][C:20](=[O:33])[CH:21]([O:24][C:25]2[CH:30]=[C:29]([CH3:31])[CH:28]=[CH:27][C:26]=2[CH3:32])[CH2:22][CH3:23])[C@H:16]2[C:11]([CH:12]=[CH:13][C@H:14]([CH3:51])[C@@H:15]2[CH2:34][CH2:35][C@H:36]2[O:41][C:40](=[O:42])[CH2:39][C@H:38]([O:43][Si](C(C)(C)C)(C)C)[CH2:37]2)=[CH:10]1)(C(C)(C)C)(C)C.[F-].C([N+](CCCC)(CCCC)CCCC)CCC>O1CCCC1>[OH:8][C@H:9]1[CH2:18][C@H:17]([O:19][C:20](=[O:33])[CH:21]([O:24][C:25]2[CH:30]=[C:29]([CH3:31])[CH:28]=[CH:27][C:26]=2[CH3:32])[CH2:22][CH3:23])[C@H:16]2[C:11]([CH:12]=[CH:13][C@H:14]([CH3:51])[C@@H:15]2[CH2:34][CH2:35][C@H:36]2[O:41][C:40](=[O:42])[CH2:39][C@H:38]([OH:43])[CH2:37]2)=[CH:10]1 |f:1.2|. Reported procedure: A procedure similar to that described in Example 2, above, was followed, but using 1.32 g of (4R,6R)-6-([1S,2S,6S,8S,8aR]-2-{1,2,6,7,8,8a-hexahydro-6-t-butyldimethylsilyloxy-8-[(2RS)-2-(2,5-dimethylphenoxy)butyryloxy]-2-methyl-1-naphthyl}ethyl)tetrahydro-4-t-butyldimethylsilyloxy-2H-pyran-2-one [prepared as described in Example 52, above] and 43.0 ml of a 1.0 molar solution of tetrabutylammonium fluoride in tetrahydrofuran, to give 0.20 g of the title compound as white crystals, melting at betwe...